This data is from the Open Reaction Database (ORD), a public repository of structured organic reaction records. The task is: describe an organic reaction: reactants, conditions, products, and yield Reactants: O (Water), C(C)(=O)NC1=CC=C(C=N1)NC(OCC(F)(F)F)=O (2,2,2-trifluoroethyl [6-(acetylamino)pyridin-3-yl]carbamate), FC1=CC=C(C=C1)C=1N=C(SC1)C1CCNCC1 (4-[4-(4-fluorophenyl)-1,3-thiazol-2-yl]piperidine), C(C)(C)N(CC)C(C)C (diisopropylethylamine). The solvent is CS(=O)C (dimethylsulfoxide). Reaction conditions: temperature 70 celsius, time 12 hour. Yields the product C(C)(=O)NC1=CC=C(C=N1)NC(=O)N1CCC(CC1)C=1SC=C(N1)C1=CC=C(C=C1)F (N-[6-(Acetylamino)pyridin-3-yl]-4-[4-(4-fluorophenyl)-1,3-thiazol-2-yl]piperidine-1-carboxamide). Yield: 57.6%. RXN SMILES: [C:1]([NH:4][C:5]1[N:10]=[CH:9][C:8]([NH:11][C:12](=[O:19])OCC(F)(F)F)=[CH:7][CH:6]=1)(=[O:3])[CH3:2].[F:20][C:21]1[CH:26]=[CH:25][C:24]([C:27]2[N:28]=[C:29]([CH:32]3[CH2:37][CH2:36][NH:35][CH2:34][CH2:33]3)[S:30][CH:31]=2)=[CH:23][CH:22]=1.C(N(C(C)C)CC)(C)C.O>CS(C)=O>[C:1]([NH:4][C:5]1[N:10]=[CH:9][C:8]([NH:11][C:12]([N:35]2[CH2:34][CH2:33][CH:32]([C:29]3[S:30][CH:31]=[C:27]([C:24]4[CH:23]=[CH:22][C:21]([F:20])=[CH:26][CH:25]=4)[N:28]=3)[CH2:37][CH2:36]2)=[O:19])=[CH:7][CH:6]=1)(=[O:3])[CH3:2]. Reported procedure: A mixture of 2,2,2-trifluoroethyl [6-(acetylamino)pyridin-3-yl]carbamate (274 mg, 0.839 mmol), 4-[4-(4-fluorophenyl)-1,3-thiazol-2-yl]piperidine (200 mg, 0.762 mmol) and diisopropylethylamine (0.266 ml, 1.52 mmol) in dimethylsulfoxide (2.5 ml) was stirred at 70° C. for 12 hours. Water was poured into the reaction solution, and the mixture was extracted with ethyl acetate. The extract was washed with water and dried over anhydrous magnesium sulfate, and the solvent was distilled off under reduced... Reactants: CC(C)CN, C1CCOC1, CCOC(C)=O, N#Cc1cc(-c2ccc(Cl)cc2)c(-c2ccccc2Cl)nc1Cl. The product is CC(C)CNc1nc(-c2ccccc2Cl)c(-c2ccc(Cl)cc2)cc1C#N. As a reaction SMILES: [CH2:24]([CH:25]([CH3:26])[CH3:27])[NH2:28].[CH2:29]1[O:30][CH2:31][CH2:32][CH2:33]1.[CH3:34][CH2:35][O:36][C:37]([CH3:38])=[O:39].[Cl:1][c:2]1[n:3][c:4](-[c:17]2[c:18]([Cl:23])[cH:19][cH:20][cH:21][cH:22]2)[c:5](-[c:10]2[cH:11][cH:12][c:13]([Cl:16])[cH:14][cH:15]2)[cH:6][c:7]1[C:8]#[N:9]>>[c:2]1([NH:28][CH2:24][CH:25]([CH3:26])[CH3:27])[n:3][c:4](-[c:17]2[c:18]([Cl:23])[cH:19][cH:20][cH:21][cH:22]2)[c:5](-[c:10]2[cH:11][cH:12][c:13]([Cl:16])[cH:14][cH:15]2)[cH:6][c:7]1[C:8]#[N:9].